From a dataset of the Open Reaction Database (ORD), a public repository of structured organic reaction records. describe an organic reaction: reactants, conditions, products, and yield The reactants are Cc1ccccc1, CC(C)(C)CC1CNC(c2cccc(Cl)c2)C12C(=O)Nc1cc(Cl)ccc12, O=C(Cl)Cl, ClCCl, [Na+], O=C([O-])O. Product: CC(C)(C)CC1CN(C(=O)Cl)C(c2cccc(Cl)c2)C12C(=O)Nc1cc(Cl)ccc12. RXN SMILES: [CH3:28][c:29]1[cH:30][cH:31][cH:32][cH:33][cH:34]1.[Cl:1][c:2]1[cH:3][cH:4][c:5]2[c:9]([cH:10]1)[NH:8][C:7](=[O:11])[C:6]21[CH:12]([c:21]2[cH:22][c:23]([Cl:27])[cH:24][cH:25][cH:26]2)[NH:13][CH2:14][CH:15]1[CH2:16][C:17]([CH3:18])([CH3:19])[CH3:20].[Cl:35][C:36]([Cl:37])=[O:38].[Cl:44][CH2:45][Cl:46].[Na+:43].[O-:39][C:40]([OH:41])=[O:42]>>[Cl:1][c:2]1[cH:3][cH:4][c:5]2[c:9]([cH:10]1)[NH:8][C:7](=[O:11])[C:6]21[CH:12]([c:21]2[cH:22][c:23]([Cl:27])[cH:24][cH:25][cH:26]2)[N:13]([C:36]([Cl:35])=[O:38])[CH2:14][CH:15]1[CH2:16][C:17]([CH3:18])([CH3:19])[CH3:20].